Dataset: the Open Reaction Database (ORD), a public repository of structured organic reaction records. Task: describe an organic reaction: reactants, conditions, products, and yield The reactants are [N+](=O)([O-])C1=CC=C(C=C1)N1N=CN(C1=O)C1=CC=C(C=C1)OCC(C(F)F)(F)F (2-(4—Nitrophenyl)-4-[4-(2,2,3,3-tetrafluoropropoxy)-phenyl]-3(2H,4H)-1,2,4-triazolone), CO (methanol), [H][H] (hydrogen). Reagents/catalysts: [C].[Pd] (palladium-carbon). The solvent is ClCCl (dichloromethane). Product: NC1=CC=C(C=C1)N1N=CN(C1=O)C1=CC=C(C=C1)OCC(C(F)F)(F)F (2-(4-aminophenyl)-4-[4-(2,2,3,3-tetrafluoropropoxy)phenyl]-3(2H,4H)-1,2,4-triazolone). The yield is 90.2%. RXN SMILES: [N+:1]([C:4]1[CH:9]=[CH:8][C:7]([N:10]2[C:14](=[O:15])[N:13]([C:16]3[CH:21]=[CH:20][C:19]([O:22][CH2:23][C:24]([F:29])([F:28])[CH:25]([F:27])[F:26])=[CH:18][CH:17]=3)[CH:12]=[N:11]2)=[CH:6][CH:5]=1)([O-])=O.CO.[H][H]>[C].[Pd].ClCCl>[NH2:1][C:4]1[CH:5]=[CH:6][C:7]([N:10]2[C:14](=[O:15])[N:13]([C:16]3[CH:17]=[CH:18][C:19]([O:22][CH2:23][C:24]([F:28])([F:29])[CH:25]([F:26])[F:27])=[CH:20][CH:21]=3)[CH:12]=[N:11]2)=[CH:8][CH:9]=1 |f:3.4|. Procedure: 2-(4—Nitrophenyl)-4-[4-(2,2,3,3-tetrafluoropropoxy)-phenyl]-3(2H,4H)-1,2,4-triazolone (5.5 g) and 10% palladium-carbon (50% wet, 0.5 g) were added to methanol (200 ml). The mixture was subjected to catalytic hydrogenation at ordinary temperature under ordinary pressure. When hydrogen absoption stopped, dichloromethane (200 ml) was added thereto and the catalyst was removed by filtration. The catalyst was washed with dichloroethane (50 ml). The washings and the filtrate were combined and distille... The reactants are CC(C)=O, COc1cc(OC)c(C2OCCO2)cc1-c1cnccn1, O, Cc1ccc(S(=O)(=O)O)cc1. The product is COc1cc(OC)c(-c2cnccn2)cc1C=O. Reaction SMILES: [CH3:34][C:35](=[O:36])[CH3:37].[O:1]1[CH:2]([c:6]2[c:7]([O:20][CH3:21])[cH:8][c:9]([O:18][CH3:19])[c:10](-[c:12]3[n:13][cH:14][cH:15][n:16][cH:17]3)[cH:11]2)[O:5][CH2:4][CH2:3]1.[OH2:33].[c:22]1([CH3:23])[cH:24][cH:25][c:26]([S:27]([OH:28])(=[O:29])=[O:30])[cH:31][cH:32]1>>[O:1]=[CH:2][c:6]1[c:7]([O:20][CH3:21])[cH:8][c:9]([O:18][CH3:19])[c:10](-[c:12]2[n:13][cH:14][cH:15][n:16][cH:17]2)[cH:11]1. The reactants are Cl, Nc1ccc2c(cnn2-c2ccc(F)cc2)c1, [I-], [K+], O=N[O-], [Na+], O. Product: Fc1ccc(-n2ncc3cc(I)ccc32)cc1. Reaction SMILES: [ClH:24].[F:1][c:2]1[cH:3][cH:4][c:5](-[n:8]2[n:9][cH:10][c:11]3[cH:12][c:13]([NH2:17])[cH:14][cH:15][c:16]23)[cH:6][cH:7]1.[I-:23].[K+:22].[N:18]([O-:19])=[O:20].[Na+:21].[OH2:25]>>[F:1][c:2]1[cH:3][cH:4][c:5](-[n:8]2[n:9][cH:10][c:11]3[cH:12][c:13]([I:23])[cH:14][cH:15][c:16]23)[cH:6][cH:7]1. Reactants: ClC1=NC=CC(=N1)C=1C=NN(C1)C1(CN(C1)S(=O)(=O)C1CC1)CC#N ((3-(4-(2-chloropyrimidin-4-yl)-1H-pyrazol-1-yl)-1-(cyclopropylsulfonyl)azetidin-3-yl)acetonitrile), N1(N=CC=C1)C1=CC=C(N)C=C1 (4-(1H-pyrazol-1-yl)aniline), C1(=CC=C(C=C1)S(=O)(=O)O)C (p-toluenesulfonic acid). Solvent: O1CCOCC1 (1,4-dioxane), C(C)#N (acetonitrile), O (water). The product is C1(CC1)S(=O)(=O)N1CC(C1)(N1N=CC(=C1)C1=NC(=NC=C1)NC1=CC=C(C=C1)N1N=CC=C1)CC#N (1-(cyclopropylsulfonyl)-3-(4-(2-(4-(1H-pyrazol-1-yl)phenyl)aminopyrimidin-4-yl)-1H-pyrazol-1-yl)azetidin-3-ylacetonitrile), mixture. Yield: 44.0%. Reaction SMILES: Cl[C:2]1[N:7]=[C:6]([C:8]2[CH:9]=[N:10][N:11]([C:13]3([CH2:23][C:24]#[N:25])[CH2:16][N:15]([S:17]([CH:20]4[CH2:22][CH2:21]4)(=[O:19])=[O:18])[CH2:14]3)[CH:12]=2)[CH:5]=[CH:4][N:3]=1.[N:26]1([C:31]2[CH:37]=[CH:36][C:34]([NH2:35])=[CH:33][CH:32]=2)[CH:30]=[CH:29][CH:28]=[N:27]1.C1(C)C=CC(S(O)(=O)=O)=CC=1>O1CCOCC1.C(#N)C.O>[CH:20]1([S:17]([N:15]2[CH2:16][C:13]([CH2:23][C:24]#[N:25])([N:11]3[CH:12]=[C:8]([C:6]4[CH:5]=[CH:4][N:3]=[C:2]([NH:35][C:34]5[CH:33]=[CH:32][C:31]([N:26]6[CH:30]=[CH:29][CH:28]=[N:27]6)=[CH:37][CH:36]=5)[N:7]=4)[CH:9]=[N:10]3)[CH2:14]2)(=[O:19])=[O:18])[CH2:22][CH2:21]1. Procedure details: A mixture of (3-(4-(2-chloropyrimidin-4-yl)-1H-pyrazol-1-yl)-1-(cyclopropylsulfonyl)azetidin-3-yl)acetonitrile (30 mg, 0.08 mmol), 4-(1H-pyrazol-1-yl)aniline (18.9 mg, 0.119 mmol), and p-toluenesulfonic acid (12 mg, 0.067 mmol) in dry 1,4-dioxane (0.6 mL) was refluxed overnight. The mixture was diluted with acetonitrile and water, purified on RP-HPLC to give the desired product as a racemic mixture (17.6 mg, 44%). LCMS (M+H) 502.0. The reactants are C1=CSC=2NC3=C(N=C(C12)N)C=CC=C3 (4H-3-thia-4,9-diaza-benzo[f]azulen-10-ylamine), C1(=CC=CC=C1)C (toluene), COCC[C@@H]1NCCNC1 ((S)-2-(2-methoxy-ethyl)-piperazine), CS(=O)C (DMSO). The solvent is C(C)(=O)OCC (ethyl acetate). Reaction conditions: temperature 105 celsius, time 24 hour. Product: COCC[C@H]1CN(CCN1)C1=NC2=C(NC=3SC=CC13)C=CC=C2 ((S)-10-[3-(2-Methoxy-ethyl)-piperazin-1-yl]-4H-3-thia-4,9-diaza-benzo[f]azulene). Isolated yield 19.8%. RXN SMILES: [CH:1]1[C:10]2[C:9]([NH2:11])=[N:8][C:7]3[CH:12]=[CH:13][CH:14]=[CH:15][C:6]=3[NH:5][C:4]=2[S:3][CH:2]=1.[CH3:16][O:17][CH2:18][CH2:19][C@H:20]1[CH2:25]N[CH2:23][CH2:22][NH:21]1.CS(C)=O.C1(C)C=CC=CC=1>C(OCC)(=O)C>[CH3:16][O:17][CH2:18][CH2:19][C@@H:20]1[NH:21][CH2:22][CH2:23][N:11]([C:9]2[C:10]3[CH:1]=[CH:2][S:3][C:4]=3[NH:5][C:6]3[CH:15]=[CH:14][CH:13]=[CH:12][C:7]=3[N:8]=2)[CH2:25]1. Procedure: Combine 4H-3-thia-4,9-diaza-benzo[f]azulen-10-ylamine (1.26 g, 5.85 mmol), (S)-2-(2-methoxy-ethyl)-piperazine (2.53 g, 17.56 mmol), DMSO (4.0 ml), and toluene (16.0 ml). Stir and heat the mixture at 105° C. After 24 hours, cool the mixture to ambient temperature. Dilute the mixture with ethyl acetate and wash the organic layer with 0.1N NaOH and brine. Dry (sodium sulfate) and concentrate the organic layer to residue. Purify the residue on silica gel using a gradient of dichloromethane to dichlo... The reactants are CCO, CCc1nc2c(cnn2CC)c(NC2CCOCC2)c1CN=[N+]=[N-]. Product: CCc1nc2c(cnn2CC)c(NC2CCOCC2)c1CN. As a reaction SMILES: [CH3:25][CH2:26][OH:27].[N:1](=[N+:2]=[N-:3])[CH2:4][c:5]1[c:6]([NH:18][CH:19]2[CH2:20][CH2:21][O:22][CH2:23][CH2:24]2)[c:7]2[c:8]([n:9][c:10]1[CH2:11][CH3:12])[n:13]([CH2:16][CH3:17])[n:14][cH:15]2>>[NH2:1][CH2:4][c:5]1[c:6]([NH:18][CH:19]2[CH2:20][CH2:21][O:22][CH2:23][CH2:24]2)[c:7]2[c:8]([n:9][c:10]1[CH2:11][CH3:12])[n:13]([CH2:16][CH3:17])[n:14][cH:15]2. Starting materials: C(C)(C)(C)C1=CC(=NO1)NC(=O)NC1=CC=C(C=C1)C=1N=C2SC3=C(N2C1)C=CC(=C3)OCCCl (1-(5-tert-butyl-isoxazol-3-yl)-3-{4-[7-(2-chloro-ethoxy)-benzo[d]imidazo[2,1-b]thiazol-2-yl]-phenyl}-urea), C(O)CN (ethanolamine), C([O-])([O-])=O.[K+].[K+] (potassium carbonate), [I-].[Na+] (sodium iodide). Solvent: CN(C)C=O (DMF). Yields the product C(C)(C)(C)C1=CC(=NO1)NC(=O)NC1=CC=C(C=C1)C=1N=C2SC3=C(N2C1)C=CC(=C3)OCCNCCO (1-(5-tert-butyl-isoxazol-3-yl)-3-(4-{7-[2-(2-hydroxy-ethylamino)-ethoxy]-benzo[d]imidazo[2,1-b]thiazol-2-yl}-phenyl)-urea). Reaction SMILES: [C:1]([C:5]1[O:9][N:8]=[C:7]([NH:10][C:11]([NH:13][C:14]2[CH:19]=[CH:18][C:17]([C:20]3[N:21]=[C:22]4[N:26]([CH:27]=3)[C:25]3[CH:28]=[CH:29][C:30]([O:32][CH2:33][CH2:34]Cl)=[CH:31][C:24]=3[S:23]4)=[CH:16][CH:15]=2)=[O:12])[CH:6]=1)([CH3:4])([CH3:3])[CH3:2].[CH2:36]([CH2:38][NH2:39])[OH:37].C(=O)([O-])[O-].[K+].[K+].[I-].[Na+]>CN(C=O)C>[C:1]([C:5]1[O:9][N:8]=[C:7]([NH:10][C:11]([NH:13][C:14]2[CH:19]=[CH:18][C:17]([C:20]3[N:21]=[C:22]4[N:26]([CH:27]=3)[C:25]3[CH:28]=[CH:29][C:30]([O:32][CH2:33][CH2:34][NH:39][CH2:38][CH2:36][OH:37])=[CH:31][C:24]=3[S:23]4)=[CH:16][CH:15]=2)=[O:12])[CH:6]=1)([CH3:4])([CH3:3])[CH3:2] |f:2.3.4,5.6|. Procedure: A mixture of 1-(5-tert-butyl-isoxazol-3-yl)-3-{4-[7-(2-chloro-ethoxy)-benzo[d]imidazo[2,1-b]thiazol-2-yl]-phenyl}-urea (1 equivalent), ethanolamine (1-3 equivalents), potassium carbonate (2-5 equivalents) and sodium iodide (2-5 equivalents) in anhydrous DMF is stirred at temperatures between rt and 80° C. until the reaction is substantially complete as monitored by LCMS or TLC. The mixture is partitioned between water and either dichloromethane or a mixture of isopropanol and dichloromethane. Th... Starting materials: [Si](C)(C)(C)C#N (TMSCN), Cl[Sn](Cl)(Cl)Cl (SnCl4), CC1(CC=C(CC1)C1=C(C=CC(=C1)C1(CC2(CCC(C1)(O2)C)C)O)NC(=O)C=2NC=C(N2)C#N)C (4-Cyano-1H-imidazole-2-carboxylic acid [2-(4,4-dimethyl-cyclohex-1-enyl)-4-(3-hydroxy-1,5-dimethyl-8-oxa-bicyclo[3.2.1]oct-3-yl)-phenyl]-amide), [Si](C)(C)(C)C#N (TMSCN), CO (MeOH), Cl[Sn](Cl)(Cl)Cl (SnCl4). The solvent is C(Cl)Cl (DCM), O (water), C(Cl)(Cl)Cl (CHCl3), C(Cl)Cl (DCM), C(Cl)Cl (DCM). Reaction conditions: time 5 minute. The product is EtOAc-hexanes, C(#N)C1(CC2(CCC(C1)(O2)C)C)C2=CC(=C(C=C2)NC(=O)C=2NC=C(N2)C#N)C2=CCC(CC2)(C)C (4-Cyano-1H-imidazole-2-carboxylic acid [4-(3-cyano-1,5-dimethyl-8-oxa-bicyclo[3.2.1]oct-3-yl)-2-(4,4-dimethyl-cyclohex-1-enyl)-phenyl]-amide). Isolated yield 28.2%. As a reaction SMILES: [CH3:1][C:2]1([CH3:35])[CH2:7][CH2:6][C:5]([C:8]2[CH:13]=[C:12]([C:14]3(O)[CH2:20][C:19]4([CH3:22])[O:21][C:16]([CH3:23])([CH2:17][CH2:18]4)[CH2:15]3)[CH:11]=[CH:10][C:9]=2[NH:25][C:26]([C:28]2[NH:29][CH:30]=[C:31]([C:33]#[N:34])[N:32]=2)=[O:27])=[CH:4][CH2:3]1.[Si]([C:40]#[N:41])(C)(C)C.Cl[Sn](Cl)(Cl)Cl.CO>C(Cl)Cl.C(Cl)(Cl)Cl.O>[C:40]([C:14]1([C:12]2[CH:11]=[CH:10][C:9]([NH:25][C:26]([C:28]3[NH:29][CH:30]=[C:31]([C:33]#[N:34])[N:32]=3)=[O:27])=[C:8]([C:5]3[CH2:6][CH2:7][C:2]([CH3:35])([CH3:1])[CH2:3][CH:4]=3)[CH:13]=2)[CH2:20][C:19]2([CH3:22])[O:21][C:16]([CH3:23])([CH2:17][CH2:18]2)[CH2:15]1)#[N:41]. Procedure details: To a slurry of 4-cyano-1H-imidazole-2-carboxylic acid [2-(4,4-dimethyl-cyclohex-1-enyl)-4-(3-hydroxy-1,5-dimethyl-8-oxa-bicyclo[3.2.1]oct-3-yl)-phenyl]-amide (21 mg, 0.044 mmol, as prepared in Example 93) in 1 mL of DCM at 0° C. was added TMSCN (25 μL, 0.19 mmol) followed by SnCl4 (4 mg, 0.01 mmol) dissolved in 0.08 mL of DCM. The reaction was warmed to room temperature and again treated with 25 μL of TMSCN and then SnCl4 (8 mg, 0.02 mmol) in 0.2 mL of DCM. After the reaction became homogeneous ...